Task: describe an organic reaction: reactants, conditions, products, and yield. Dataset: the Open Reaction Database (ORD), a public repository of structured organic reaction records Starting materials: N1CC(OCC1)CNC(=O)C1=CNC2=C1N=CN=C2C2=C(C=CC=1OCOC12)OCC1CC1 (4-(5-cyclopropylmethoxy-benzo[1,3]dioxol-4-yl)-5H-pyrrolo[3,2-d]pyrimidine-7-carboxylic acid (morpholin-2-ylmethyl)-amide), ClC(=O)COC(C)=O (acetic acid chlorocarbonyl-methyl ester). Product: OCC(=O)N1CC(OCC1)CNC(=O)C1=CNC2=C1N=CN=C2C2=C(C=CC=1OCOC12)OCC1CC1 (4-(5-Cyclopropylmethoxy-benzo[1,3]dioxol-4-yl)-5H-pyrrolo[3,2-d]pyrimidine-7-carboxylic acid [4-(2-hydroxy-acetyl)morpholin-2-ylmethyl]-amide). As a reaction SMILES: [NH:1]1[CH2:6][CH2:5][O:4][CH:3]([CH2:7][NH:8][C:9]([C:11]2[C:15]3[N:16]=[CH:17][N:18]=[C:19]([C:20]4[C:28]5[O:27][CH2:26][O:25][C:24]=5[CH:23]=[CH:22][C:21]=4[O:29][CH2:30][CH:31]4[CH2:33][CH2:32]4)[C:14]=3[NH:13][CH:12]=2)=[O:10])[CH2:2]1.Cl[C:35]([CH2:37][O:38]C(=O)C)=[O:36]>>[OH:38][CH2:37][C:35]([N:1]1[CH2:6][CH2:5][O:4][CH:3]([CH2:7][NH:8][C:9]([C:11]2[C:15]3[N:16]=[CH:17][N:18]=[C:19]([C:20]4[C:28]5[O:27][CH2:26][O:25][C:24]=5[CH:23]=[CH:22][C:21]=4[O:29][CH2:30][CH:31]4[CH2:32][CH2:33]4)[C:14]=3[NH:13][CH:12]=2)=[O:10])[CH2:2]1)=[O:36]. Reported procedure: Starting from 4-(5-cyclopropylmethoxy-benzo[1,3]dioxol-4-yl)-5H-pyrrolo[3,2-d]pyrimidine-7-carboxylic acid (morpholin-2-ylmethyl)-amide (example A147) and acetic acid chlorocarbonyl-methyl ester the title compound is obtained as colorless solid.